Dataset: the Open Reaction Database (ORD), a public repository of structured organic reaction records. Task: describe an organic reaction: reactants, conditions, products, and yield Starting materials: CCOC1=CC=C(C=C1)N (phenetidine), OC1=C(C=NC2=CC=CC=C12)C(=O)Cl (4-hydroxy-3-quinoline-carboxylic acid chloride), Cl (hydrochloric acid). Run in N1=CC=CC=C1 (pyridine). Reaction conditions: time 1 hour. The product is OC1=C(C=NC2=CC=CC=C12)C(=O)NC1=CC=C(C=C1)OCC (4-hydroxy-N-(4-ethoxyphenyl)-3-quinoline-carboxamide). The yield is 50.2%. As a reaction SMILES: [CH3:1][CH2:2][O:3][C:4]1[CH:9]=[CH:8][C:7]([NH2:10])=[CH:6][CH:5]=1.[OH:11][C:12]1[C:21]2[C:16](=[CH:17][CH:18]=[CH:19][CH:20]=2)[N:15]=[CH:14][C:13]=1[C:22](Cl)=[O:23].Cl>N1C=CC=CC=1>[OH:11][C:12]1[C:21]2[C:16](=[CH:17][CH:18]=[CH:19][CH:20]=2)[N:15]=[CH:14][C:13]=1[C:22]([NH:10][C:7]1[CH:8]=[CH:9][C:4]([O:3][CH2:2][CH3:1])=[CH:5][CH:6]=1)=[O:23]. Reported procedure: 1.86 g of phenetidine were added to a suspension of 3 g of 4-hydroxy-3-quinoline-carboxylic acid chloride (described in French Pat. No. 2,340,735) in 40 ml of anhydrous pyridine and the mixture was stirred for 16 hours. 50 ml of aqueous 2 N hydrochloric acid solution were added to the mixture which was stirred for one hour and then was filtered. The recovered product was washed with water, dried at 180° C. under reduced pressure and was crystallized from 30 ml of acetic acid and then 10 ml of di... Reactants: C(C)(C)C1=NNC(=C1Cl)C(C)C (3,5-Diisopropyl-4-chloro-1H-pyrazole), CN(C)C=O (DMF), C(=O)([O-])[O-].[K+].[K+] (K2CO3), ClCC(=O)N1CCN(CC1)C1=CC=C(C=C1)F (2-Chloro-1-[4-(4-fluoro-phenyl)-piperazin-1-yl]-ethanone). The solvent is CCCCCC.C(C)(=O)OCC (hexane ethyl acetate). Yields the product C(C)(C)C1=NN(C(=C1Cl)C(C)C)CC(=O)N1CCN(CC1)C1=CC=C(C=C1)F (2-(3,5-Diisopropyl-4-chloro-pyrazol-1-yl)-1-[4-(4-fluoro-phenyl)-piperazin-1-yl]-ethanone). Reaction SMILES: [CH:1]([C:4]1[C:8]([Cl:9])=[C:7]([CH:10]([CH3:12])[CH3:11])[NH:6][N:5]=1)([CH3:3])[CH3:2].C([O-])([O-])=O.[K+].[K+].Cl[CH2:20][C:21]([N:23]1[CH2:28][CH2:27][N:26]([C:29]2[CH:34]=[CH:33][C:32]([F:35])=[CH:31][CH:30]=2)[CH2:25][CH2:24]1)=[O:22].CN(C=O)C>CCCCCC.C(OCC)(=O)C>[CH:10]([C:7]1[C:8]([Cl:9])=[C:4]([CH:1]([CH3:3])[CH3:2])[N:5]([CH2:20][C:21]([N:23]2[CH2:24][CH2:25][N:26]([C:29]3[CH:34]=[CH:33][C:32]([F:35])=[CH:31][CH:30]=3)[CH2:27][CH2:28]2)=[O:22])[N:6]=1)([CH3:12])[CH3:11] |f:1.2.3,6.7|. Procedure details: Protocol T was followed using 3,5-Diisopropyl-4-chloro-1H-pyrazole, K2CO3, 2-Chloro-1-[4-(4-fluoro-phenyl)-piperazin-1-yl]-ethanone and DMF. Column chromatography using a solvent mixture (hexane/ethyl acetate=1/1, Rf=0.76) afforded the title compound as white solid. MS (ES) M+H) expected=406.9, found 407.1. Starting materials: ClC=1C=C2C(=C(N(C2=CC1)COC(C(C)(C)C)=O)C=1C=NC=CC1)C (2,2-dimethyl-propionic acid 5-chloro-3-methyl-2-pyridin-3-yl-indol-1-ylmethyl ester), CC(C)C[AlH]CC(C)C (DIBAL-H). The solvent is ClCCl (dichloromethane). Reaction conditions: temperature -78 celsius, time 1 hour. The product is ClC=1C=C2C(=C(N(C2=CC1)CO)C=1C=NC=CC1)C ((5-chloro-3-methyl-2-pyridin-3-yl-indol-1-yl)-methanol). RXN SMILES: [Cl:1][C:2]1[CH:3]=[C:4]2[C:8](=[CH:9][CH:10]=1)[N:7]([CH2:11][O:12]C(=O)C(C)(C)C)[C:6]([C:19]1[CH:20]=[N:21][CH:22]=[CH:23][CH:24]=1)=[C:5]2[CH3:25].CC(C[AlH]CC(C)C)C>ClCCl>[Cl:1][C:2]1[CH:3]=[C:4]2[C:8](=[CH:9][CH:10]=1)[N:7]([CH2:11][OH:12])[C:6]([C:19]1[CH:20]=[N:21][CH:22]=[CH:23][CH:24]=1)=[C:5]2[CH3:25]. Procedure details: A flask is charged with 2,2-dimethyl-propionic acid 5-chloro-3-methyl-2-pyridin-3-yl-indol-1-ylmethyl ester (Example 65, 0.607 g, 1.684 mmol) and dichloromethane (10 mL) and cooled to −78° C. DIBAL-H (1M in hexane, 4.21 mL, 4.21 mmol) is added and the mixture is stirred at −78° C. for 1 h. The reaction is quenched with MeOH (1 mL) and then washed with saturated aqueous sodium potassium tartrate and extracted with ethyl acetate. The organic layer is dried over sodium sulfate and concentrated in v... The reactants are CC(C)(C)c1cc(NC(=O)Nc2ccc(-c3cn4c(n3)sc3cc(OCCCl)ccc34)cc2)no1, O=C([O-])[O-], [I-], [K+], [K+], NCCO, [Na+], CN(C)C=O. Product: CC(C)(C)c1cc(NC(=O)Nc2ccc(-c3cn4c(n3)sc3cc(OCCNCCO)ccc34)cc2)no1. RXN SMILES: [C:1]([CH3:2])([CH3:3])([CH3:4])[c:5]1[cH:6][c:7]([NH:10][C:11](=[O:12])[NH:13][c:14]2[cH:15][cH:16][c:17](-[c:20]3[n:21][c:22]4[s:23][c:24]5[c:25]([n:26]4[cH:27]3)[cH:28][cH:29][c:30]([O:32][CH2:33][CH2:34][Cl:35])[cH:31]5)[cH:18][cH:19]2)[n:8][o:9]1.[C:40](=[O:41])([O-:42])[O-:43].[I-:47].[K+:44].[K+:45].[NH2:36][CH2:37][CH2:38][OH:39].[Na+:46].[O:48]=[CH:49][N:50]([CH3:51])[CH3:52]>>[C:1]([CH3:2])([CH3:3])([CH3:4])[c:5]1[cH:6][c:7]([NH:10][C:11](=[O:12])[NH:13][c:14]2[cH:15][cH:16][c:17](-[c:20]3[n:21][c:22]4[s:23][c:24]5[c:25]([n:26]4[cH:27]3)[cH:28][cH:29][c:30]([O:32][CH2:33][CH2:34][NH:36][CH2:37][CH2:38][OH:39])[cH:31]5)[cH:18][cH:19]2)[n:8][o:9]1. The reactants are ClC=1C=CC2=C(C=CS2)C1 (5-chlorobenzothiophene), BrBr (bromine). Solvent: C(C)(=O)O (acetic acid). Conditions: temperature 50 celsius. Yields the product BrC1=CSC2=C1C=C(C=C2)Cl (3-Bromo-5-Chlorobenzothiophene). Yield: 76.5%. Reaction SMILES: [Cl:1][C:2]1[CH:3]=[CH:4][C:5]2[S:9][CH:8]=[CH:7][C:6]=2[CH:10]=1.[Br:11]Br>C(O)(=O)C>[Br:11][C:7]1[C:6]2[CH:10]=[C:2]([Cl:1])[CH:3]=[CH:4][C:5]=2[S:9][CH:8]=1. Reported procedure: To a solution of 0.30 gm (1.77 mMol) 5-chlorobenzothiophene 1.0 mL acetic acid was added a solution of 0.31 gm (1.95 mMol) bromine in 1.0 mL acetic acid under a nitrogen atmosphere. The reaction was heated to 50° C. for 4 hours at which time the volatiles were removed under reduced pressure. The residue was partitioned between dichloromethane and aqueous sodium bicarbonate. The phases were separated and the organics were washed with saturated aqueous sodium chloride, dried over sodium sulfate an...